describe an organic reaction: reactants, conditions, products, and yield From a dataset of the Open Reaction Database (ORD), a public repository of structured organic reaction records. Starting materials: C=CC1=C(C(=O)OCC)C(C(F)(F)F)Oc2ccc(Cl)cc21, CO, [H][H]. The product is CCOC(=O)C1=C(CC)c2cc(Cl)ccc2OC1C(F)(F)F. Reaction SMILES: [CH2:1]([CH3:2])[O:3][C:4](=[O:5])[C:6]1=[C:11]([CH:12]=[CH2:13])[c:10]2[c:9]([cH:17][cH:16][c:15]([Cl:18])[cH:14]2)[O:8][CH:7]1[C:19]([F:20])([F:21])[F:22].[CH3:25][OH:26].[H:23][H:24]>>[CH2:1]([CH3:2])[O:3][C:4](=[O:5])[C:6]1=[C:11]([CH2:12][CH3:13])[c:10]2[c:9]([cH:17][cH:16][c:15]([Cl:18])[cH:14]2)[O:8][CH:7]1[C:19]([F:20])([F:21])[F:22]. Reactants: C=CCCC(C#N)C(=O)OCC, CCOC(C)=O, O=[N+]([O-])c1ccc(Oc2ccccc2)cc1CCl, [H-], [Na+], CN(C)C=O. The product is C=CCCC(C#N)(Cc1cc(Oc2ccccc2)ccc1[N+](=O)[O-])C(=O)OCC. As a reaction SMILES: [CH2:1]([CH3:2])[O:3][C:4]([CH:5]([CH2:6][CH2:7][CH:8]=[CH2:9])[C:10]#[N:11])=[O:12].[CH3:38][CH2:39][O:40][C:41](=[O:42])[CH3:43].[Cl:20][CH2:21][c:22]1[c:23]([N+:35](=[O:36])[O-:37])[cH:24][cH:25][c:26]([O:28][c:29]2[cH:30][cH:31][cH:32][cH:33][cH:34]2)[cH:27]1.[H-:19].[Na+:18].[O:13]=[CH:14][N:15]([CH3:16])[CH3:17]>>[CH2:1]([CH3:2])[O:3][C:4]([C:5]([CH2:6][CH2:7][CH:8]=[CH2:9])([C:10]#[N:11])[CH2:21][c:22]1[c:23]([N+:35](=[O:36])[O-:37])[cH:24][cH:25][c:26]([O:28][c:29]2[cH:30][cH:31][cH:32][cH:33][cH:34]2)[cH:27]1)=[O:12]. Reactants: N1=C(C=CC=C1)SCCCCOC=1C=C2CCC(NC2=CC1)=O (6-[4-(2-pyridyl-mercapto)-butoxy]-3,4-dihydro-carbostyril), OO (hydrogen peroxide). The solvent is C(C)(=O)O (acetic acid). Reaction conditions: temperature 20 celsius, time 15 hour. Product: N1=C(C=CC=C1)S(=O)CCCCOC=1C=C2CCC(NC2=CC1)=O (6-[4-(Pyridyl-sulfinyl)-butoxy]-3,4-dihydro-carbostyril). Reaction SMILES: [N:1]1[CH:6]=[CH:5][CH:4]=[CH:3][C:2]=1[S:7][CH2:8][CH2:9][CH2:10][CH2:11][O:12][C:13]1[CH:14]=[C:15]2[C:20](=[CH:21][CH:22]=1)[NH:19][C:18](=[O:23])[CH2:17][CH2:16]2.[OH:24]O>C(O)(=O)C>[N:1]1[CH:6]=[CH:5][CH:4]=[CH:3][C:2]=1[S:7]([CH2:8][CH2:9][CH2:10][CH2:11][O:12][C:13]1[CH:14]=[C:15]2[C:20](=[CH:21][CH:22]=1)[NH:19][C:18](=[O:23])[CH2:17][CH2:16]2)=[O:24]. Procedure: 32.8 gm (0.1 mol) of 6-[4-(2-pyridyl-mercapto)-butoxy]-3,4-dihydro-carbostyril were dissolved in 330 ml of glacial acetic acid, and 10.2 gm (0.105 mol) of 35% hydrogen peroxide were added. The solution was stirred for 15 hours at about 20° C. The glacial acetic acid was distilled off at 60° C. in vacuo, the residue was washed with ether, and the thus obtained crude product was recrystallized twice from xylene in the presence of activated charcoal. Colorless crystals with a melting point of 144.5... Starting materials: C(C1=CC=C(C#N)C=C1)#N (Terephthalonitrile). Solvent: C(C)O (ethanol). Conditions: time 300 minute. Product: NCC1CCC(CC1)CN (1,4-bis(aminomethyl)cyclohexane). Isolated yield 8.0%. Reaction SMILES: [C:1](#[N:10])[C:2]1[CH:9]=[CH:8][C:5]([C:6]#[N:7])=[CH:4][CH:3]=1>C(O)C>[NH2:7][CH2:6][CH:5]1[CH2:8][CH2:9][CH:2]([CH2:1][NH2:10])[CH2:3][CH2:4]1. Procedure details: Terephthalonitrile was hydrogenated following the procedure of Example 2 with ethanol as solvent but at a pressure of 500 psi. After 300 min. the reaction product was analyzed. It contained 8% yield of 1,4-bis(aminomethyl)cyclohexane and much byproduct showing that good results cannot be obtained at a pressure less than 750 psi. The reactants are C#CCCCO, [Cu]I, CN(C(=O)C(F)(F)F)c1ccc(I)cc1, Cl[Pd]Cl, c1ccc(P(c2ccccc2)c2ccccc2)cc1, c1ccc(P(c2ccccc2)c2ccccc2)cc1. Yields the product CN(C(=O)C(F)(F)F)c1ccc(C#CCCCO)cc1. As a reaction SMILES: [CH2:16]([CH2:17][CH2:18][C:19]#[CH:20])[OH:21].[Cu:63][I:64].[F:1][C:2]([C:3](=[O:4])[N:5]([CH3:6])[c:7]1[cH:8][cH:9][c:10]([I:13])[cH:11][cH:12]1)([F:14])[F:15].[Pd:22]([Cl:23])[Cl:24].[c:25]1([P:26]([c:27]2[cH:28][cH:29][cH:30][cH:31][cH:32]2)[c:33]2[cH:34][cH:35][cH:36][cH:37][cH:38]2)[cH:39][cH:40][cH:41][cH:42][cH:43]1.[c:44]1([P:45]([c:46]2[cH:47][cH:48][cH:49][cH:50][cH:51]2)[c:52]2[cH:53][cH:54][cH:55][cH:56][cH:57]2)[cH:58][cH:59][cH:60][cH:61][cH:62]1>>[F:1][C:2]([C:3](=[O:4])[N:5]([CH3:6])[c:7]1[cH:8][cH:9][c:10]([C:20]#[C:19][CH2:18][CH2:17][CH2:16][OH:21])[cH:11][cH:12]1)([F:14])[F:15].